This data is from the Open Reaction Database (ORD), a public repository of structured organic reaction records. The task is: describe an organic reaction: reactants, conditions, products, and yield Starting materials: C[O-].[Na+] (sodium methanolate), ClCC1=NC=CC(=C1C)SCCCSC=1C=CC=2N(N1)C(=CN2)[N+](=O)[O-] (6-[3-(2-chloromethyl-3-methylpyridin-4-ylsulfanyl)-propylsulfanyl]-3-nitroimidazo[1,2-b]pyridazine). The solvent is CO (methanol). The product is COCC1=NC=CC(=C1C)SCCCSC=1C=CC=2N(N1)C(=CN2)[N+](=O)[O-] (6-[3-(2-Methoxymethyl-3-methylpyridin-4-ylsulfanyl)-propylsulfanyl]-3-nitroimidazo[1,2-b]pyridazine). Reaction SMILES: [CH3:1][O-:2].[Na+].Cl[CH2:5][C:6]1[C:11]([CH3:12])=[C:10]([S:13][CH2:14][CH2:15][CH2:16][S:17][C:18]2[CH:19]=[CH:20][C:21]3[N:22]([C:24]([N+:27]([O-:29])=[O:28])=[CH:25][N:26]=3)[N:23]=2)[CH:9]=[CH:8][N:7]=1>CO>[CH3:1][O:2][CH2:5][C:6]1[C:11]([CH3:12])=[C:10]([S:13][CH2:14][CH2:15][CH2:16][S:17][C:18]2[CH:19]=[CH:20][C:21]3[N:22]([C:24]([N+:27]([O-:29])=[O:28])=[CH:25][N:26]=3)[N:23]=2)[CH:9]=[CH:8][N:7]=1 |f:0.1|. Procedure: A solution of sodium methanolate (0.69 ml of a 30% strength solution) is added to a suspension of 6-[3-(2-chloromethyl-3-methylpyridin-4-ylsulfanyl)-propylsulfanyl]-3-nitroimidazo[1,2-b]pyridazine (1.23 g, 3 mmol) in methanol (75 ml). After heating under reflux for 16 h and cooling to room temperature the solvent is evaporated in vacuo. The residue is chromatographed (silica, toluene/dioxane 5:1) and crystallized from diisopropylether/ethyl acetate to give the title compound as off-white crystal...